The task is: describe an organic reaction: reactants, conditions, products, and yield. This data is from the Open Reaction Database (ORD), a public repository of structured organic reaction records. Product: O[C@H]1C[C@@H]2CC[C@H]3[C@@H]4C[C@H]([C@H](C(CI)=O)[C@]4(CC[C@@H]3[C@]2(CC1)C)C)C (3α-Hydroxy-21-iodo-16α-methyl-5α-pregnan-20-one). The reactants are II (iodine), steroid, O[C@H]1C[C@@H]2CC[C@H]3[C@@H]4C[C@H]([C@H](C(C)=O)[C@]4(CC[C@@H]3[C@]2(CC1)C)C)C (3α-hydroxy-16α-methyl-5α-pregnan-20-one), C(Cl)(Cl)(Cl)Cl (carbon tetrachloride), [O-2].[Ca+2] (calcium oxide). The solvent is [Cl-].[Ca+2].[Cl-] (calcium chloride), CO (methanol), [Cl-].[Ca+2].[Cl-] (calcium chloride), C1CCOC1 (THF). Procedure details: A mixture of 3α-hydroxy-16α-methyl-5α-pregnan-20-one (21 g) methanol (80 ml), carbon tetrachloride (40 ml), THF (120 ml), calcium oxide (25 g) and calcium chloride in methanol (10%, 3 ml) is stirred at 25°-30°. A solution of iodine (20 g) in calcium chloride (10%, 70 ml) is added to the steroid mixture over 1 hr. The mixture is stirred an additional 2 hr at 30°, filtered through a pad of filter aid, and the filtrate concentrated under reduced pressure to an oil. The oil is dissolved in methylene... RXN SMILES: [OH:1][C@@H:2]1[CH2:21][CH2:20][C@@:19]2([CH3:22])[C@@H:4]([CH2:5][CH2:6][C@@H:7]3[C@@H:18]2[CH2:17][CH2:16][C@@:15]2([CH3:23])[C@H:8]3[CH2:9][C@@H:10]([CH3:24])[C@@H:11]2[C:12](=[O:14])[CH3:13])[CH2:3]1.C(Cl)(Cl)(Cl)Cl.[O-2].[Ca+2].[I:32]I>CO.[Cl-].[Ca+2].[Cl-].C1COCC1>[OH:1][C@@H:2]1[CH2:21][CH2:20][C@@:19]2([CH3:22])[C@@H:4]([CH2:5][CH2:6][C@@H:7]3[C@@H:18]2[CH2:17][CH2:16][C@@:15]2([CH3:23])[C@H:8]3[CH2:9][C@@H:10]([CH3:24])[C@@H:11]2[C:12](=[O:14])[CH2:13][I:32])[CH2:3]1 |f:2.3,6.7.8|. Starting materials: C(C=1C(N)=CC=CC1)(=O)O (anthranilic acid), ClCCCBr (1-chloro-3-bromopropane), N1CCCCC1 (piperidine), C(C)N (ethylamine), C(C1=CC=C(C=C1)OC)=O (4-anisaldehyde). Yields the product C(C)N1C(=NC2=CC=CC=C2C1=O)C1=CC=C(C=C1)OCCCN1CCCCC1 (3-Ethyl-2-[4-(3-piperidin-1-ylpropoxy)phenyl]-4(3H)-quinazolinone). As a reaction SMILES: [C:1]([OH:10])(=O)[C:2]1[C:3](=[CH:5][CH:6]=[CH:7][CH:8]=1)[NH2:4].[CH2:11]([NH2:13])[CH3:12].[CH:14](=O)[C:15]1[CH:20]=[CH:19][C:18]([O:21][CH3:22])=[CH:17][CH:16]=1.Cl[CH2:25][CH2:26][CH2:27]Br.[NH:29]1[CH2:34][CH2:33]C[CH2:31][CH2:30]1>>[CH2:11]([N:13]1[C:1](=[O:10])[C:2]2[C:3](=[CH:5][CH:6]=[CH:7][CH:8]=2)[N:4]=[C:14]1[C:15]1[CH:20]=[CH:19][C:18]([O:21][CH2:22][CH2:31][CH2:30][N:29]2[CH2:34][CH2:33][CH2:27][CH2:26][CH2:25]2)=[CH:17][CH:16]=1)[CH3:12]. Reported procedure: The entitled compound was obtained according to the method of Example 1 but starting from anthranilic acid, ethylamine, 4-anisaldehyde, 1-chloro-3-bromopropane and piperidine. Product: COC(=O)c1cc(-c2ccccc2)c(-c2ccc(Cl)cc2)nc1OCc1ccccc1. As a reaction SMILES: [Br:25][CH2:26][c:27]1[cH:28][cH:29][cH:30][cH:31][cH:32]1.[C:33](=[O:34])([O-:35])[O-:36].[Cl:1][c:2]1[cH:3][cH:4][c:5](-[c:8]2[c:9](-[c:19]3[cH:20][cH:21][cH:22][cH:23][cH:24]3)[cH:10][c:11]([C:15](=[O:16])[O:17][CH3:18])[c:12](=[O:14])[nH:13]2)[cH:6][cH:7]1.[Cs+:37].[Cs+:38].[O:39]=[CH:40][N:41]([CH3:42])[CH3:43].[OH2:44]>>[Cl:1][c:2]1[cH:3][cH:4][c:5](-[c:8]2[c:9](-[c:19]3[cH:20][cH:21][cH:22][cH:23][cH:24]3)[cH:10][c:11]([C:15](=[O:16])[O:17][CH3:18])[c:12]([O:14][CH2:26][c:27]3[cH:28][cH:29][cH:30][cH:31][cH:32]3)[n:13]2)[cH:6][cH:7]1. The reactants are BrCc1ccccc1, O=C([O-])[O-], COC(=O)c1cc(-c2ccccc2)c(-c2ccc(Cl)cc2)[nH]c1=O, [Cs+], [Cs+], CN(C)C=O, O. Reactants: [BH4-].[Na+] (sodium borohydride), C(C)(C)(CC)C1=CC=C(C=C1)C=C(C=O)C (3-(p-tert.amyl -phenyl)-2-methyl-acrolein), ice. Run in CO (methanol). Reaction conditions: time 2.5 hour. The product is C(C)(C)(CC)C1=CC=C(C=C1)C=C(CO)C (3-(p-tert.amyl-phenyl)-2-methyl-allyl alcohol). Reaction SMILES: [C:1]([C:6]1[CH:11]=[CH:10][C:9]([CH:12]=[C:13]([CH3:16])[CH:14]=[O:15])=[CH:8][CH:7]=1)([CH2:4][CH3:5])([CH3:3])[CH3:2].[BH4-].[Na+]>CO>[C:1]([C:6]1[CH:7]=[CH:8][C:9]([CH:12]=[C:13]([CH3:16])[CH2:14][OH:15])=[CH:10][CH:11]=1)([CH2:4][CH3:5])([CH3:2])[CH3:3] |f:1.2|. Procedure details: 432.62 g of 3-(p-tert.amyl -phenyl)-2-methyl-acrolein are dissolved in 2500 ml of methanol and treated portionwise while cooling with ice with 38 g of sodium borohydride. Subsequently, the mixture is stirred at room temperature for 2.5 hours, poured into 2500 ml of ice-cold 2-N hydrochloric acid and exhaustively extracted with hexane. The combined hexane extracts are washed neutral with water, dried over sodium sulphate and evaporated. Vacuum distillation yields pure 3-(p-tert.amyl-phenyl)-2-met... The reactants are ClC=1C2=C(N=CN1)NC(C2=CC=2NC=NC2C)=O (4-chloro-5-(5-methyl-3H-imidazol-4-ylmethylene)-5,7-dihydro-pyrrolo[2,3-d]pyrimidin-6-one), ClC=1C=C(C=CC1F)N (3-chloro-4-fluoro-phenylamine), ClC=1C2=C(N=CN1)NC(C2=CC=2NC=NC2C)=O (4-chloro-5-(5-methyl-3H-imidazol-4-ylmethylene)-5,7-dihydro-pyrrolo[2,3-d]pyrimidin-6-one). Product: ClC=1C=C(C=CC1F)NC=1C2=C(N=CN1)NC(C2=CC=2NC=NC2C)=O (4-(3-CHLORO-4-FLUORO-PHENYLAMINO)-5-(5-METHYL-3H-IMIDAZOL-4-YLMETHYLENE)-5,7-DIHYDRO-PYRROLO[2.3-D]PYRIMIDIN-6-ONE). Isolated yield 23.0%. As a reaction SMILES: Cl[C:2]1[C:3]2[C:10](=[CH:11][C:12]3[NH:13][CH:14]=[N:15][C:16]=3[CH3:17])[C:9](=[O:18])[NH:8][C:4]=2[N:5]=[CH:6][N:7]=1.[Cl:19][C:20]1[CH:21]=[C:22]([NH2:27])[CH:23]=[CH:24][C:25]=1[F:26]>>[Cl:19][C:20]1[CH:21]=[C:22]([NH:27][C:2]2[C:3]3[C:10](=[CH:11][C:12]4[NH:13][CH:14]=[N:15][C:16]=4[CH3:17])[C:9](=[O:18])[NH:8][C:4]=3[N:5]=[CH:6][N:7]=2)[CH:23]=[CH:24][C:25]=1[F:26]. Reported procedure: The title compound (23% yield) was prepared from 4-chloro-5-(5-methyl-3H-imidazol-4-ylmethylene)-5,7-dihydro-pyrrolo[2,3-d]pyrimidin-6-one and 3-chloro-4-fluoro-phenylamine according to the procedure described for Example 12 without the conversion to the HCl salt. 1H NMR (360 MHz, DMSO-d6) δ 13.45 (br s, 1H, NH), 11.76 (br s, 1H, NH), 9.19 (s, 1H), 8.31 (s, 1H, H-vinyl), 7.92 (s, 1H), 7.73 (m, 1H), 7.45 (m, 2H), 7.36 (m, 1H), 2.33 (s, 3H7CH3). MS 371.4 [M++1]. The reactants are C(C1=CC=CC=C1)N(C(OCC)=O)CC#CCO (ethyl benzyl(4-hydroxybut-2-ynyl)carbamate), B(F)(F)F.CCOCC (boron trifluoride etherate). The reagents and catalysts are C(C)(=O)[O-].[Hg+2].C(C)(=O)[O-] (mercury(II) acetate). Run in C(C)#N (Acetonitrile), O (Water). Reaction conditions: temperature 90 celsius, time 30 minute. Product: C(C1=CC=CC=C1)N(C(OCC)=O)CCC(CO)=O (Ethyl benzyl(4-hydroxy-3-oxobutyl)carbamate). Reaction SMILES: [CH2:1]([N:8]([CH2:14][C:15]#[C:16][CH2:17][OH:18])[C:9](=[O:13])[O:10][CH2:11][CH3:12])[C:2]1[CH:7]=[CH:6][CH:5]=[CH:4][CH:3]=1.B(F)(F)F.CC[O:25]CC>C(#N)C.O.C([O-])(=O)C.[Hg+2].C([O-])(=O)C>[CH2:1]([N:8]([CH2:14][CH2:15][C:16](=[O:25])[CH2:17][OH:18])[C:9](=[O:13])[O:10][CH2:11][CH3:12])[C:2]1[CH:7]=[CH:6][CH:5]=[CH:4][CH:3]=1 |f:1.2,5.6.7|. Procedure: A mixture of ethyl benzyl(4-hydroxybut-2-ynyl)carbamate (0.05 g, 0.202 mmol), mercury(II) acetate (6.44 mg, 0.020 mmol) and boron trifluoride etherate (5.12 μl, 0.040 mmol) in Acetonitrile (0.5 ml) and Water (0.250 ml) stirred at 90° C. in wheaton vial for 30 min. By HPLC-MS the main peak corresponds to expected product.